From a dataset of the Open Reaction Database (ORD), a public repository of structured organic reaction records. describe an organic reaction: reactants, conditions, products, and yield The reactants are C(C=C(C)C)Cl (prenyl chloride), CC(=CC(=O)Cl)C (3-methyl-but-2-en-1-oyl chloride), [Mg] (magnesium). Reagents/catalysts: CC(=CCCl)C (3-methyl-but-2-enyl chloride). Solvent: O1CCCC1 (THF), O1CCCC1 (THF), O1CCCC1 (THF), O1CCCC1 (tetrahydrofurane). Run at time 3 hour. Product: CC(C=C)(C(C=C(C)C)=O)C (3,3,6-trimethyl-hepta-1,5-dien-4-one). Reaction SMILES: [Mg].[CH2:2](Cl)[CH:3]=[C:4]([CH3:6])[CH3:5].[CH3:8][C:9]([CH3:14])=[CH:10][C:11](Cl)=[O:12]>O1CCCC1.CC(C)=CCCl>[CH3:5][C:4]([CH3:6])([C:11](=[O:12])[CH:10]=[C:9]([CH3:14])[CH3:8])[CH:3]=[CH2:2]. Reported procedure: 3 g of 3-methyl-but-2-enyl chloride (prenyl chloride) were added, under stirring, to a suspension of magnesium turnings (20 g; 0.83 M) in 100 ml of absolute tetrahydrofurane (THF). After initiation of the reaction, there were still added 900 ml of THF and the whole mixture was then cooled to -5°. A solution of 80 g of prenyl chloride in 400 ml of THF was then added to the above mixture which was finally kept at 10° for 3 hours. After cooling to 0°, a solution of 83 g. (0.7 M) of 3-methyl-but-2-e... Product: COC(=O)C1CCC2CC=CCC(N)C(=O)N21. RXN SMILES: [CH3:1][O:2][C:3](=[O:4])[CH:5]1[CH2:6][CH2:7][CH:8]2[N:9]1[C:10](=[O:24])[CH:11]([NH:16][C:17]([O:18][C:19]([CH3:20])([CH3:21])[CH3:22])=[O:23])[CH2:12][CH:13]=[CH:14][CH2:15]2.[Cl:32][CH2:33][Cl:34].[OH:25][C:26]([C:27]([F:28])([F:29])[F:30])=[O:31]>>[CH3:1][O:2][C:3](=[O:4])[CH:5]1[CH2:6][CH2:7][CH:8]2[N:9]1[C:10](=[O:24])[CH:11]([NH2:16])[CH2:12][CH:13]=[CH:14][CH2:15]2. Reactants: COC(=O)C1CCC2CC=CCC(NC(=O)OC(C)(C)C)C(=O)N21, ClCCl, O=C(O)C(F)(F)F. Starting materials: NC1=CC2=C(N(CC(O2)CC)CC(F)(F)F)C=C1 ((±)-7-amino-2-ethyl-3,4-dihydro-4-(2,2,2-trifluoroethyl)-2H-1,4-benzoxazine), CCOC(=O)C (EtOAc). The solvent is hexanes. Yields the product C(C)C1CN(C2=CC=3C(=CC(NC3C=C2O1)=O)C(F)(F)F)CC(F)(F)F ((±)-3-Ethyl-1,2,3,6-tetrahydro-1-(2,2,2-trifluoroethyl)-9-(trifluoromethyl)-7H-[1,4]oxazino[3,2-g]quinolin-7-one). As a reaction SMILES: [NH2:1][C:2]1[CH:18]=[CH:17][C:5]2[N:6]([CH2:12][C:13]([F:16])([F:15])[F:14])[CH2:7][CH:8]([CH2:10][CH3:11])[O:9][C:4]=2[CH:3]=1.CCO[C:22]([CH3:24])=[O:23]>>[CH2:10]([CH:8]1[O:9][C:4]2[C:5](=[CH:17][C:18]3[C:12]([C:13]([F:16])([F:15])[F:14])=[CH:24][C:22](=[O:23])[NH:1][C:2]=3[CH:3]=2)[N:6]([CH2:12][C:13]([F:16])([F:15])[F:14])[CH2:7]1)[CH3:11]. Procedure details: (±)-7-Amino-2-ethyl-3,4-dihydro-4-(2,2,2-trifluoroethyl)-2H-1,4-benzoxazine (Structure 5 of Scheme I, where R6=Et, Rx=CF3). This compound was prepared by General Method 4 (EXAMPLE 1) from (±)-2-ethyl-3,4-dihydro-7-nitro-4-(2,2,2-trifluoroethyl)-2H-1,4-benzoxazine (170 mg, 0.6 mmol) and purified by flash chromatography (CH2Cl2/MeOH, 20:1) to afford 151 mg (99%) of (±)-7-amino-2-ethyl-3,4-dihydro-4-(2,2,2-trifluoroethyl)-2H-1,4-benzoxazine. Data for (±)-7-amino-2-ethyl-3,4-dihydro-4-(2,2,2-trifluo... Starting materials: CC(C(=O)N1CC(C(CC1)=O)C(=O)OCC)(C)C (ethyl 1-(2,2-dimethyl-1-oxopropyl)-4-oxo-3-piperidinecarboxylate), Cl.C(CCCC)(=N)N (valeramidine hydrochloride), solution, C[O-].[Na+] (sodium methoxide). Solvent: C(C)O (ethyl alcohol), CO (methanol). Yields the product C(CCC)C=1NC(C2=C(N1)CCN(C2)C(C(C)(C)C)=O)=O (2-Butyl-6-(2,2-dimethyl-1-oxopropyl)-5,6,7,8-tetrahydro-pyrido[4,3-d]pyrimidin-4(3H)-one). Isolated yield 67.4%. Reaction SMILES: [CH3:1][C:2]([CH3:18])([CH3:17])[C:3]([N:5]1[CH2:10][CH2:9][C:8](=O)[CH:7]([C:12]([O:14]CC)=O)[CH2:6]1)=[O:4].Cl.[C:20]([NH2:26])(=[NH:25])[CH2:21][CH2:22][CH2:23][CH3:24].C[O-].[Na+]>C(O)C.CO>[CH2:21]([C:20]1[NH:26][C:12](=[O:14])[C:7]2[CH2:6][N:5]([C:3](=[O:4])[C:2]([CH3:1])([CH3:17])[CH3:18])[CH2:10][CH2:9][C:8]=2[N:25]=1)[CH2:22][CH2:23][CH3:24] |f:1.2,3.4|. Procedure details: A mixture of 1.3 g of ethyl 1-(2,2-dimethyl-1-oxopropyl)-4-oxo-3-piperidinecarboxylate and 0.75 g of valeramidine hydrochloride in 10 ml of anhydrous ethyl alcohol is treated with 5.3 ml of a 1M solution of sodium methoxide in methanol. The resulting mixture is stirred and heated at reflux for one hour. The reaction mixture is allowed to cool over 30 minutes then filtered. The filtrate is evaporated to a gummy residue and stirred with 40 ml of ether for 30 minutes, filtered and the cake washed w... Starting materials: [H-].[Na+] (NaH), FC(C=1C=C(C=C(C1)C(F)(F)F)[C@@H](CO)O[C@@H]1[C@H]([C@@H]2CN(C[C@H]2CC1)C1=CC(CC1)=O)C1=C(C=CC=C1)C)(F)F (3-[(3aR,4R,5S,7aS)-5-{(1S)-1-[3,5-bis(trifluoromethyl)phenyl]-2-hydroxyethoxy}-4-(2-methylphenyl)octahydro-2H-isoindol-2-yl]cyclopent-2-en-1-one), CN(C)C=O (DMF), O (water). The reagents and catalysts are IC (iodomethane). Run at temperature 0 celsius, time 5 minute. Yields the product FC(C=1C=C(C=C(C1)C(F)(F)F)[C@@H](COC)O[C@@H]1[C@H]([C@@H]2CN(C[C@H]2CC1)C1=CC(CC1)=O)C1=C(C=CC=C1)C)(F)F (3-[(3aR,4R,5S,7aS)-5-{(1S)-1-[3,5-bis(trifluoromethyl)phenyl]-2-methoxyethoxy}-4-(2-methylphenyl)octahydro-2H-isoindol-2-yl]cyclopent-2-en-1-one). RXN SMILES: [F:1][C:2]([F:40])([F:39])[C:3]1[CH:4]=[C:5]([C@H:13]([O:16][C@H:17]2[CH2:25][CH2:24][C@H:23]3[C@@H:19]([CH2:20][N:21]([C:26]4[CH2:30][CH2:29][C:28](=[O:31])[CH:27]=4)[CH2:22]3)[C@@H:18]2[C:32]2[CH:37]=[CH:36][CH:35]=[CH:34][C:33]=2[CH3:38])[CH2:14][OH:15])[CH:6]=[C:7]([C:9]([F:12])([F:11])[F:10])[CH:8]=1.[H-].[Na+].O.[CH3:44]N(C=O)C>IC>[F:12][C:9]([F:10])([F:11])[C:7]1[CH:6]=[C:5]([C@H:13]([O:16][C@H:17]2[CH2:25][CH2:24][C@H:23]3[C@@H:19]([CH2:20][N:21]([C:26]4[CH2:30][CH2:29][C:28](=[O:31])[CH:27]=4)[CH2:22]3)[C@@H:18]2[C:32]2[CH:37]=[CH:36][CH:35]=[CH:34][C:33]=2[CH3:38])[CH2:14][O:15][CH3:44])[CH:4]=[C:3]([C:2]([F:39])([F:1])[F:40])[CH:8]=1 |f:1.2|. Procedure: The compound from EXAMPLE 3 (0.02 g, 0.035 mmol) was dissolved in DMF (15 mL) and cooled to 0° C. NaH solid (12.8 mg, 0.07 mmol) was added, and the reaction mixture was stirred at 0° C. for 5 min. A few drops of iodomethane (excess) were added to the mixture. After stirring for another 10 min at 0° C., water (1 mL) was added and the water/DMF were removed in vacuo. The residue was taken into ethyl acetate. The mixture was washed with water, dried over magnesium sulfate and concentrated. The crud...